From a dataset of the Open Reaction Database (ORD), a public repository of structured organic reaction records. describe an organic reaction: reactants, conditions, products, and yield The reactants are CCOC(=O)c1cc2c(ccc3nc(O)c(O)nc32)s1, [Na+], [OH-]. The product is O=C(O)c1cc2c(ccc3nc(O)c(O)nc32)s1. RXN SMILES: [CH2:1]([CH3:2])[O:3][C:4](=[O:5])[c:6]1[cH:7][c:8]2[c:9]3[n:10][c:11]([OH:20])[c:12]([OH:19])[n:13][c:14]3[cH:15][cH:16][c:17]2[s:18]1.[Na+:22].[OH-:21]>>[O:3]=[C:4]([OH:5])[c:6]1[cH:7][c:8]2[c:9]3[n:10][c:11]([OH:20])[c:12]([OH:19])[n:13][c:14]3[cH:15][cH:16][c:17]2[s:18]1.